This data is from the Open Reaction Database (ORD), a public repository of structured organic reaction records. The task is: describe an organic reaction: reactants, conditions, products, and yield Reactants: [BH4-], CCOC(=O)c1cc(C(C)O[Si](C)(C)C(C)(C)C)on1, CCO, [Na+], O. Yields the product CC(O[Si](C)(C)C(C)(C)C)c1cc(CO)no1. Reaction SMILES: [BH4-:21].[C:1]([CH3:2])([CH3:3])([CH3:4])[Si:5]([O:6][CH:7]([CH3:8])[c:9]1[cH:10][c:11]([C:14](=[O:15])[O:16][CH2:17][CH3:18])[n:12][o:13]1)([CH3:19])[CH3:20].[CH3:24][CH2:25][OH:26].[Na+:22].[OH2:23]>>[C:1]([CH3:2])([CH3:3])([CH3:4])[Si:5]([O:6][CH:7]([CH3:8])[c:9]1[cH:10][c:11]([CH2:14][OH:15])[n:12][o:13]1)([CH3:19])[CH3:20]. Reactants: COC(C1=CC=C(C=C1)OCC1=NC=CC=C1)=O (4-(Pyridin-2-ylmethoxy)-benzoic acid methyl ester), C[C@H]1N(CCC1)C[C@H]1NCCC1 (2-(R)-Methyl-1-(2-(S)-pyrrolidinylmethyl)pyrrolidine). Product: C[C@H]1N(CCC1)C[C@H]1N(CCC1)C(=O)C1=CC=C(C=C1)OCC1=NC=CC=C1 ([2-(S)-(2-(R)-Methyl-pyrrolidin-1-ylmethyl)-pyrrolidin-1-yl]-[4-(pyridin-2-ylmethoxy)-phenyl]-methanone). Reaction SMILES: CO[C:3](=[O:18])[C:4]1[CH:9]=[CH:8][C:7]([O:10][CH2:11][C:12]2[CH:17]=[CH:16][CH:15]=[CH:14][N:13]=2)=[CH:6][CH:5]=1.[CH3:19][C@@H:20]1[CH2:24][CH2:23][CH2:22][N:21]1[CH2:25][C@@H:26]1[CH2:30][CH2:29][CH2:28][NH:27]1>>[CH3:19][C@@H:20]1[CH2:24][CH2:23][CH2:22][N:21]1[CH2:25][C@@H:26]1[CH2:30][CH2:29][CH2:28][N:27]1[C:3]([C:4]1[CH:5]=[CH:6][C:7]([O:10][CH2:11][C:12]2[CH:17]=[CH:16][CH:15]=[CH:14][N:13]=2)=[CH:8][CH:9]=1)=[O:18]. Procedure: The title compound is prepared in a manner substantially analogous to Procedure F from 4-(Pyridin-2-ylmethoxy)-benzoic acid methyl ester and 2-(R)-Methyl-1-(2-(S)-pyrrolidinylmethyl)pyrrolidine. MS (ES+) 380.2 Reactants: COC=1C=C2CCC(CC2=CC1)CN1CCC(CC1)(O)CC1=CC=C(C=C1)C ((RS)-1-(6-methoxy-1,2,3,4-tetrahydro-naphthalen-2-ylmethyl)-4-(4-methyl-benzyl)-piperidin-4-ol), B(Br)(Br)Br.C(Cl)Cl (BBr3 CH2Cl2), CO (MeOH), C(=O)(O)[O-].[Na+] (NaHCO3). Run in C(Cl)Cl (CH2Cl2), O (H2O). Product: OC=1C=C2CCC(CC2=CC1)CN1CCC(CC1)(O)CC1=CC=C(C=C1)C ((RS)-1-(6-hydroxy-1,2,3,4-tetrahydro-naphthalen-2-ylmethyl)-4-(4-methyl-benzyl)-piperidin-4-ol). The yield is 616.2%. RXN SMILES: C[O:2][C:3]1[CH:4]=[C:5]2[C:10](=[CH:11][CH:12]=1)[CH2:9][CH:8]([CH2:13][N:14]1[CH2:19][CH2:18][C:17]([CH2:21][C:22]3[CH:27]=[CH:26][C:25]([CH3:28])=[CH:24][CH:23]=3)([OH:20])[CH2:16][CH2:15]1)[CH2:7][CH2:6]2.B(Br)(Br)Br.C(Cl)Cl.CO.C([O-])(O)=O.[Na+]>C(Cl)Cl.O>[OH:2][C:3]1[CH:4]=[C:5]2[C:10](=[CH:11][CH:12]=1)[CH2:9][CH:8]([CH2:13][N:14]1[CH2:19][CH2:18][C:17]([CH2:21][C:22]3[CH:27]=[CH:26][C:25]([CH3:28])=[CH:24][CH:23]=3)([OH:20])[CH2:16][CH2:15]1)[CH2:7][CH2:6]2 |f:1.2,4.5|. Procedure details: To (RS)-1-(6-methoxy-1,2,3,4-tetrahydro-naphthalen-2-ylmethyl)-4-(4-methyl-benzyl)-piperidin-4-ol (843 mg, 2.22 mmol) in CH2Cl2 (20 ml) was added 1M BBr3/CH2Cl2 (4.88 ml, 4.88 mmol, 2.2 eq.) over 15 min at −78° C., the mixture was then allowed to warm to RT over 40 min. MeOH (3 ml), H2O (20 ml) and NaHCO3 (20 ml) were added and the mixture extracted with CH2Cl2 (4×50 ml). The extracts were washed with satd. NaCl solution (30 ml), dried (Na2SO4), filtered and evaporated, to afford the crude produ... Starting materials: O=C([O-])[O-], Cc1ccc(S(=O)(=O)OCCOCCF)cc1, CCOCC, OCC1OC(c2ccc(Cl)c(Cc3ccc(O)cc3)c2)C(O)C(O)C1O, [Cs+], [Cs+], CN(C)C=O. Product: OCC1OC(c2ccc(Cl)c(Cc3ccc(OCCOCCF)cc3)c2)C(O)C(O)C1O. Reaction SMILES: [C:44](=[O:45])([O-:46])[O-:47].[CH3:1][c:2]1[cH:3][cH:4][c:5]([S:6]([O:7][CH2:12][CH2:13][O:14][CH2:15][CH2:16][F:17])(=[O:8])=[O:9])[cH:10][cH:11]1.[CH3:55][CH2:56][O:57][CH2:58][CH3:59].[Cl:18][c:19]1[c:20]([CH2:36][c:37]2[cH:38][cH:39][c:40]([OH:43])[cH:41][cH:42]2)[cH:21][c:22]([CH:25]2[O:26][CH:27]([CH2:34][OH:35])[CH:28]([OH:33])[CH:29]([OH:32])[CH:30]2[OH:31])[cH:23][cH:24]1.[Cs+:48].[Cs+:49].[O:50]=[CH:51][N:52]([CH3:53])[CH3:54]>>[CH2:12]([CH2:13][O:14][CH2:15][CH2:16][F:17])[O:43][c:40]1[cH:39][cH:38][c:37]([CH2:36][c:20]2[c:19]([Cl:18])[cH:24][cH:23][c:22]([CH:25]3[O:26][CH:27]([CH2:34][OH:35])[CH:28]([OH:33])[CH:29]([OH:32])[CH:30]3[OH:31])[cH:21]2)[cH:42][cH:41]1. Starting materials: ClCCCC(C(=O)O)C1=C(C=CC=C1)C(F)(F)F (5-Chloro-2-(2-trifluoromethylphenyl)valeric acid), Example 2-3, CN(C=O)C (Dimethylformamide), C(C(=O)Cl)(=O)Cl (oxalyl chloride). Run in O1CCCC1 (tetrahydrofuran). Reaction conditions: time 1.5 hour. Product: ClCCCC(C(=O)Cl)C1=C(C=CC=C1)C(F)(F)F (5-chloro-2-(2-trifluoromethylphenyl)valeric acid chloride). Reaction SMILES: [Cl:1][CH2:2][CH2:3][CH2:4][CH:5]([C:9]1[CH:14]=[CH:13][CH:12]=[CH:11][C:10]=1[C:15]([F:18])([F:17])[F:16])[C:6](O)=[O:7].CN(C)C=O.C(Cl)(=O)C([Cl:27])=O>O1CCCC1>[Cl:1][CH2:2][CH2:3][CH2:4][CH:5]([C:9]1[CH:14]=[CH:13][CH:12]=[CH:11][C:10]=1[C:15]([F:18])([F:17])[F:16])[C:6]([Cl:27])=[O:7]. Procedure: 5-Chloro-2-(2-trifluoromethylphenyl)valeric acid obtained in Preparation Example 2-3 (500 mg) was dissolved in tetrahydrofuran (9 mL). Dimethylformamide (0.1 ml) and oxalyl chloride (184 μL) were added at 0° C. and the reaction was initiated at room temperature. After 1.5 hours, concentration under reduced pressure gave an oil (532 mg), which was used directly for the next reaction as a crude product. Starting materials: BrC1=C(C=C(C=C1)C1=NC(=NO1)C=1C=CC2=C(C=C(O2)C2(COC(OC2)(C)C)NC(OC(C)(C)C)=O)C1)Cl (tert-Butyl 5-(5-(5-(4-bromo-3-chlorophenyl)-1,2,4-oxadiazol-3-yl)benzofuran-2-yl)-2,2-dimethyl-1,3-dioxan-5-ylcarbamate), S1C=C(C=C1)B(O)O (3-thiophene-boronic acid), C(=O)(O)[O-].[Na+] (NaHCO3). Reagents/catalysts: C=1C=CC(=CC1)[P](C=2C=CC=CC2)(C=3C=CC=CC3)[Pd]([P](C=4C=CC=CC4)(C=5C=CC=CC5)C=6C=CC=CC6)([P](C=7C=CC=CC7)(C=8C=CC=CC8)C=9C=CC=CC9)[P](C=1C=CC=CC1)(C=1C=CC=CC1)C=1C=CC=CC1 (Pd(PPh3)4). Run in O1CCOCC1 (dioxane), O (H2O). Reaction conditions: time 2 hour. The product is ClC=1C=C(C=CC1C1=CSC=C1)C1=NC(=NO1)C=1C=CC2=C(C=C(O2)C2(COC(OC2)(C)C)NC(OC(C)(C)C)=O)C1 (tert-Butyl 5-(5-(5-(3-chloro-4-(thiophen-3-yl)phenyl)-1,2,4-oxadiazol-3-yl)benzofuran-2-yl)-2,2-dimethyl-1,3-dioxan-5-ylcarbamate). Yield: 71.3%. Reaction SMILES: Br[C:2]1[CH:7]=[CH:6][C:5]([C:8]2[O:12][N:11]=[C:10]([C:13]3[CH:14]=[CH:15][C:16]4[O:20][C:19]([C:21]5([NH:29][C:30](=[O:36])[O:31][C:32]([CH3:35])([CH3:34])[CH3:33])[CH2:26][O:25][C:24]([CH3:28])([CH3:27])[O:23][CH2:22]5)=[CH:18][C:17]=4[CH:37]=3)[N:9]=2)=[CH:4][C:3]=1[Cl:38].[S:39]1[CH:43]=[CH:42][C:41](B(O)O)=[CH:40]1.C([O-])(O)=O.[Na+]>O1CCOCC1.O.C1C=CC([P]([Pd]([P](C2C=CC=CC=2)(C2C=CC=CC=2)C2C=CC=CC=2)([P](C2C=CC=CC=2)(C2C=CC=CC=2)C2C=CC=CC=2)[P](C2C=CC=CC=2)(C2C=CC=CC=2)C2C=CC=CC=2)(C2C=CC=CC=2)C2C=CC=CC=2)=CC=1>[Cl:38][C:3]1[CH:4]=[C:5]([C:8]2[O:12][N:11]=[C:10]([C:13]3[CH:14]=[CH:15][C:16]4[O:20][C:19]([C:21]5([NH:29][C:30](=[O:36])[O:31][C:32]([CH3:35])([CH3:34])[CH3:33])[CH2:26][O:25][C:24]([CH3:28])([CH3:27])[O:23][CH2:22]5)=[CH:18][C:17]=4[CH:37]=3)[N:9]=2)[CH:6]=[CH:7][C:2]=1[C:41]1[CH:42]=[CH:43][S:39][CH:40]=1 |f:2.3,^1:62,64,83,102|. Procedure details: To a stirred mixture of the product of Example 38, Step C (0.09 g, 0.15 mmol) and 3-thiophene-boronic acid (0.028 g, 0.22 mmol) in a mixture of dioxane and H2O (5 ml:1 ml), Pd(PPh3)4 (0.03 g) was added at 80° C., followed by the NaHCO3 solution (0.065 g in 1 ml H2O) and this was stirred for 2 h. The solvent was distilled off and the residue was diluted to 20 ml with EtOAc, washed with H2O, dried over MgSO4 and filtered. The filtrate was evaporated and the residue was purified by FCC (SiO2, hexan... Reactants: N(N)C1=NC=C(C=C1)OC (2-hydrazino-5-methoxypyridine), C(C)OC(C(CC(C1=CC=CC=C1)=O)=O)=O (2,4-dioxo-4-phenylbutyric acid ethyl ester). Solvent: C(C)O (ethanol). Yields the product C(C)OC(=O)C1=NN(C(=C1)C1=CC=CC=C1)C1=NC=C(C=C1)OC (1-(5-Methoxy-2-pyridyl)-5-phenylpyrazole-3-carboxylic acid ethyl ester). RXN SMILES: [NH:1]([C:3]1[CH:8]=[CH:7][C:6]([O:9][CH3:10])=[CH:5][N:4]=1)[NH2:2].[CH2:11]([O:13][C:14](=[O:26])[C:15](=O)[CH2:16][C:17](=O)[C:18]1[CH:23]=[CH:22][CH:21]=[CH:20][CH:19]=1)[CH3:12]>C(O)C>[CH2:11]([O:13][C:14]([C:15]1[CH:16]=[C:17]([C:18]2[CH:19]=[CH:20][CH:21]=[CH:22][CH:23]=2)[N:1]([C:3]2[CH:8]=[CH:7][C:6]([O:9][CH3:10])=[CH:5][N:4]=2)[N:2]=1)=[O:26])[CH3:12]. Reported procedure: The above-obtained 2-hydrazino-5-methoxypyridine (705 mg) and the 2,4-dioxo-4-phenylbutyric acid ethyl ester (1.12 g) prepared in Referential Example 123-1) in ethanol (25 mL) was refluxed under heat for 19 hours, and then cooled in air. The reaction solvent was removed under reduced pressure, and the residue was partitioned by use of ethyl acetate and saturated aqueous sodium hydrogencarbonate. The organic layer was washed with saturated brine, and then dried over magnesium sulfate anhydrate, f... Starting materials: C(C)OC1=CC=CC2=C1C(=C(O2)C(=O)O)C (4-ethoxy-3-methyl-benzofuran-2-carboxylic acid), CN(C)C=O (DMF), COC([C@H](C(C)C)NS(=O)(=O)C1=CC=C(C=C1)C1=CC=C(C=C1)N)=O ((S)-2-(4′-amino-biphenyl-4-sulfonylamino)-3-methyl-butyric acid methyl ester), N1=CC=CC=C1 (pyridine). The solvent is C(C(=O)Cl)(=O)Cl (oxalyl chloride). Conditions: time 8 hour. Product: COC([C@H](C(C)C)NS(=O)(=O)C1=CC=C(C=C1)C1=CC=C(C=C1)NC(=O)C=1OC2=C(C1C)C(=CC=C2)OCCC)=O ((S)-2-{4′-[(3-methyl-4-propoxy-benzofuran-2-carbonyl)-amino]-biphenyl-4-sulfonylamino}-3-methyl-butyric acid methyl ester). The yield is 57.0%. Reaction SMILES: [CH2:1]([O:3][C:4]1[C:9]2[C:10]([CH3:16])=[C:11]([C:13]([OH:15])=O)[O:12][C:8]=2[CH:7]=[CH:6][CH:5]=1)[CH3:2].[CH3:17]N(C=O)C.[CH3:22][O:23][C:24](=[O:46])[C@@H:25]([NH:29][S:30]([C:33]1[CH:38]=[CH:37][C:36]([C:39]2[CH:44]=[CH:43][C:42]([NH2:45])=[CH:41][CH:40]=2)=[CH:35][CH:34]=1)(=[O:32])=[O:31])[CH:26]([CH3:28])[CH3:27].N1C=CC=CC=1>C(Cl)(=O)C(Cl)=O>[CH3:22][O:23][C:24](=[O:46])[C@@H:25]([NH:29][S:30]([C:33]1[CH:38]=[CH:37][C:36]([C:39]2[CH:40]=[CH:41][C:42]([NH:45][C:13]([C:11]3[O:12][C:8]4[CH:7]=[CH:6][CH:5]=[C:4]([O:3][CH2:1][CH2:2][CH3:17])[C:9]=4[C:10]=3[CH3:16])=[O:15])=[CH:43][CH:44]=2)=[CH:35][CH:34]=1)(=[O:32])=[O:31])[CH:26]([CH3:28])[CH3:27]. Procedure details: A solution of 110 mg (0.47 mmol) of 4-ethoxy-3-methyl-benzofuran-2-carboxylic acid in 4 mL of oxalyl chloride was refluxed for 4 h in the presence of a catalytic amount of DMF. The excess oxalyl chloride was then removed under vacuum. The residue was dissolved in 2 mL of dichloromethane and was added to a mixture of 204 mg (0.56 mmol) of (S)-2-(4′-amino-biphenyl-4-sulfonylamino)-3-methyl-butyric acid methyl ester, and 2 mL of pyridine in an ice/water bath. The mixture was stirred at room tempera... Reactants: above material, [Ca] (calcium), S(O)(O)=O (sulfurous acid), S(=O)=O (sulfur dioxide), S(=O)=O (sulfur dioxide). Yields the product S([O-])(O)=O.[Ca+2].S([O-])(O)=O (calcium bisulfite). Reaction SMILES: [S:1](=[O:3])=[O:2].[Ca:4].[S:5](=[O:8])([OH:7])[OH:6]>>[S:5](=[O:6])([OH:8])[O-:7].[Ca+2:4].[S:1](=[O:6])([OH:3])[O-:2] |f:3.4.5|. Reported procedure: Fifty grams of the above material was suspended in one liter of sulfurous acid solution containing 62.5 grams of sulfur dioxide. The molar ratio of sulfur dioxide to calcium in the original mixture was 3.00 or 50 percent in excess of that required to form calcium bisulfite. The mixture was held in a flask stoppered with a water trap tube at 20° C for 2 hours using intermittent agitation. At the end of the period the solution contained 54.4 grams of total sulfur dioxide or 87 percent of that orig... Reaction SMILES: [F:1][C:2]1[CH:7]=[C:6]([F:8])[CH:5]=[CH:4][C:3]=1[N:9]1[C:13]([C:14]2[N:15]=[C:16]3[C:22]4[CH:23]=[C:24]([C:27](O)=[O:28])[CH:25]=[CH:26][C:21]=4[O:20][CH2:19][CH2:18][N:17]3[CH:30]=2)=[N:12][CH:11]=[N:10]1.[N:31]1([CH2:37][CH2:38][OH:39])[CH2:36][CH2:35][NH:34][CH2:33][CH2:32]1>>[F:1][C:2]1[CH:7]=[C:6]([F:8])[CH:5]=[CH:4][C:3]=1[N:9]1[C:13]([C:14]2[N:15]=[C:16]3[C:22]4[CH:23]=[C:24]([C:27]([N:34]5[CH2:35][CH2:36][N:31]([CH2:37][CH2:38][OH:39])[CH2:32][CH2:33]5)=[O:28])[CH:25]=[CH:26][C:21]=4[O:20][CH2:19][CH2:18][N:17]3[CH:30]=2)=[N:12][CH:11]=[N:10]1. Reactants: FC1=C(C=CC(=C1)F)N1N=CN=C1C=1N=C2N(CCOC3=C2C=C(C=C3)C(=O)O)C1 (2-(1-(2,4-difluorophenyl)-1H-1,2,4-triazol-5-yl)-5,6-dihydrobenzo[f]imidazo[1,2-d][1,4]oxazepine-10-carboxylic acid), N1(CCNCC1)CCO (2-(piperazin-1-yl)ethanol). Reported procedure: Following the procedure for 109, 2-(1-(2,4-difluorophenyl)-1H-1,2,4-triazol-5-yl)-5,6-dihydrobenzo[f]imidazo[1,2-d][1,4]oxazepine-10-carboxylic acid and 2-(piperazin-1-yl)ethanol gave 162. MS: (ESI+)=522.2 The product is FC1=C(C=CC(=C1)F)N1N=CN=C1C=1N=C2N(CCOC3=C2C=C(C=C3)C(=O)N3CCN(CC3)CCO)C1 ((2-(1-(2,4-difluorophenyl)-1H-1,2,4-triazol-5-yl)-5,6-dihydrobenzo[f]imidazo[1,2-d][1,4]oxazepin-10-yl)(4-(2-hydroxyethyl)piperazin-1-yl)methanone).